From a dataset of the Open Reaction Database (ORD), a public repository of structured organic reaction records. describe an organic reaction: reactants, conditions, products, and yield Reactants: ( 700 ), C(C)(=O)OCC (ethyl acetate), ( 24 ), SC=1SC2=NC=CC=C2N1 (2-mercaptothiazolo[5,4-b]pyridine), C(CCC)OC(CCl)=O (chloroacetic acid n-butyl ester). Solvent: C([O-])([O-])=O.[K+].[K+] (potassium carbonate). The product is C(CCC)OC(=O)CSC=1SC2=NC=CC=C2N1 (2-[(n-butoxycarbonylmethyl)thio]thiazolo[5,4-b]pyridine). Yield: 99.0%. As a reaction SMILES: [SH:1][C:2]1[S:3][C:4]2[C:9]([N:10]=1)=[CH:8][CH:7]=[CH:6][N:5]=2.[CH2:11]([O:15][C:16](=[O:19])[CH2:17]Cl)[CH2:12][CH2:13][CH3:14].C(OCC)(=O)C>C(=O)([O-])[O-].[K+].[K+]>[CH2:11]([O:15][C:16]([CH2:17][S:1][C:2]1[S:3][C:4]2[C:9]([N:10]=1)=[CH:8][CH:7]=[CH:6][N:5]=2)=[O:19])[CH2:12][CH2:13][CH3:14] |f:3.4.5|. Reported procedure: Twenty-four (24) g of 2-mercaptothiazolo[5,4-b]pyridine was dissolved in 300 ml of N,Ndimethylformamide, and 43.3 g of potassium carbonate and 23.65 g of chloroacetic acid n-butyl ester were added to the solution, followed by one-hour stirring at room temperature. Seven hundred (700) ml of ethyl acetate was added to the solution, which was then washed with water three times, dehydrated over magnesium sulfate, dried and distilled to remove the solvent to obtain the title compound (39.9 g, 99%). Reactants: O=CC(Cl)(Cl)Cl (chloral), solution, C1(=CC=CC=C1)P(C1=CC=CC=C1)C1=CC=CC=C1 (triphenylphosphine), ClC1=CC=C(C=C1)N=C=O (p-chlorophenyl isocyanate), C(CCCCC)N=C=O (hexyl isocyanate). The solvent is C1=CC=CC=C1 (benzene). Product: O=CC(Cl)(Cl)Cl.ClC1=CC=C(C=C1)N=C=O.C(CCCCC)N=C=O (chloral p-chlorophenyl isocyanate hexyl isocyanate). As a reaction SMILES: [O:1]=[CH:2][C:3]([Cl:6])([Cl:5])[Cl:4].[Cl:7][C:8]1[CH:13]=[CH:12][C:11]([N:14]=[C:15]=[O:16])=[CH:10][CH:9]=1.[CH2:17]([N:23]=[C:24]=[O:25])[CH2:18][CH2:19][CH2:20][CH2:21][CH3:22].C1(P(C2C=CC=CC=2)C2C=CC=CC=2)C=CC=CC=1>C1C=CC=CC=1>[O:1]=[CH:2][C:3]([Cl:6])([Cl:5])[Cl:4].[Cl:7][C:8]1[CH:13]=[CH:12][C:11]([N:14]=[C:15]=[O:16])=[CH:10][CH:9]=1.[CH2:17]([N:23]=[C:24]=[O:25])[CH2:18][CH2:19][CH2:20][CH2:21][CH3:22] |f:5.6.7|. Procedure details: The procedure of Example 82 was repeated using a mixture of 140 ml. chloral, 7 ml. p-chlorophenyl isocyanate, 2ml. hexyl isocyanate and 6.0 ml. of 1 molar solution of triphenylphosphine in benzene. A tough, clear sheet of chloral/p-chlorophenyl isocyanate/hexyl isocyanate terpolymer was obtained. Starting materials: ClC1=C(CN(S(=O)(=O)C2=C(C=C(C=C2C)C)C)C2=CC=C(C=C2)CCC=O)C=CC(=C1)O (N-(2-chloro-4-hydroxy-benzyl)-2,4,6-trimethyl-N-[4-(3-oxo-propyl)-phenyl]-benzenesulfonamide), [BH4-].[Na+] (sodium borohydride), C([O-])(O)=O.[Na+] (sodium bicarbonate). The solvent is CO (methanol), C(Cl)Cl (methylene chloride). Conditions: time 24 hour. Yields the product ethyl acetate hexanes, ClC1=C(CN(S(=O)(=O)C2=C(C=C(C=C2C)C)C)C2=CC=C(C=C2)CCCO)C=CC(=C1)O (N-(2-chloro-4-hydroxy-benzyl)-N-[4-(3-hydroxy-propyl)-phenyl]-2,4,6-trimethyl-benzenesulfonamide). Isolated yield 47.5%. As a reaction SMILES: [Cl:1][C:2]1[CH:31]=[C:30]([OH:32])[CH:29]=[CH:28][C:3]=1[CH2:4][N:5]([C:18]1[CH:23]=[CH:22][C:21]([CH2:24][CH2:25][CH:26]=[O:27])=[CH:20][CH:19]=1)[S:6]([C:9]1[C:14]([CH3:15])=[CH:13][C:12]([CH3:16])=[CH:11][C:10]=1[CH3:17])(=[O:8])=[O:7].[BH4-].[Na+].C(=O)(O)[O-].[Na+]>CO.C(Cl)Cl>[Cl:1][C:2]1[CH:31]=[C:30]([OH:32])[CH:29]=[CH:28][C:3]=1[CH2:4][N:5]([C:18]1[CH:23]=[CH:22][C:21]([CH2:24][CH2:25][CH2:26][OH:27])=[CH:20][CH:19]=1)[S:6]([C:9]1[C:14]([CH3:15])=[CH:13][C:12]([CH3:16])=[CH:11][C:10]=1[CH3:17])(=[O:8])=[O:7] |f:1.2,3.4|. Procedure: To a solution of N-(2-chloro-4-hydroxy-benzyl)-2,4,6-trimethyl-N-[4-(3-oxo-propyl)-phenyl]-benzenesulfonamide (0.036 g, 0.08 mmol) in 0.2 mL methanol and 0.2 mL methylene chloride was added sodium borohydride (0.014 g, 0.38 mmol). The reaction mixture was stirred at room temperature for 24 hr. Saturated aqueous sodium bicarbonate was added and the aqueous solution was washed with methylene chloride. The organic layer was dried (magnesium sulfate) and concentrated. Medium pressure silica gel chro... Reactants: O=C1CCC(=O)N1Br, O=C(OOC(=O)c1ccccc1)c1ccccc1, Cc1ccc(Cl)c(C#N)c1, c1ccccc1. The product is N#Cc1cc(CBr)ccc1Cl. Reaction SMILES: [Br:11][N:12]1[C:13](=[O:14])[CH2:15][CH2:16][C:17]1=[O:18].[C:19]([O:20][O:21][C:22](=[O:23])[c:24]1[cH:25][cH:26][cH:27][cH:28][cH:29]1)(=[O:30])[c:31]1[cH:32][cH:33][cH:34][cH:35][cH:36]1.[Cl:1][c:2]1[c:3]([C:4]#[N:5])[cH:6][c:7]([CH3:10])[cH:8][cH:9]1.[cH:37]1[cH:38][cH:39][cH:40][cH:41][cH:42]1>>[Cl:1][c:2]1[c:3]([C:4]#[N:5])[cH:6][c:7]([CH2:10][Br:11])[cH:8][cH:9]1. Reactants: C(=O)(O)[O-].[Na+] (NaHCO3), S(O)(O)(=O)=O (sulphuric acid), C(=O)(O)[O-].[Na+] (NaHCO3), C(=O)([O-])[O-].[K+].[K+] (K2CO3), NC=1SC=C(N1)/C(/C(=O)Cl)=N/OC(C)=O (2-(Z)-(2-aminothiazol-4-yl) -2-acetoxyiminoacetic acid chloride), Cl (hydrochloride), NC1[C@@H]2N(C(=C(CS2)C=C)C(=O)O)C1=O (7-amino-3-vinyl-3-cephem-4-carboxylic acid), N,O-bistnmethyl-silylacetamid. The solvent is ClCCl (dichloromethane), O (water), ClCCl (dichloromethane). Run at time 2 hour. Yields the product NC=1SC=C(N1)/C(/C(=O)NC1[C@@H]2N(C(=C(CS2)C=C)C(=O)O)C1=O)=N/O (7-(Z)-[2-(2-amino-thiazol-4-yl)-2-hydroxyiminoacetamido]-3-vinyl-3-cephem-4-carboxylic acid). As a reaction SMILES: [NH2:1][CH:2]1[C:14](=[O:15])[N:4]2[C:5]([C:11]([OH:13])=[O:12])=[C:6]([CH:9]=[CH2:10])[CH2:7][S:8][C@H:3]12.[NH2:16][C:17]1[S:18][CH:19]=[C:20](/[C:22](=[N:26]/[O:27]C(=O)C)/[C:23](Cl)=[O:24])[N:21]=1.Cl.C([O-])(O)=O.[Na+].C([O-])([O-])=O.[K+].[K+].S(=O)(=O)(O)O>ClCCl.O>[NH2:16][C:17]1[S:18][CH:19]=[C:20](/[C:22](=[N:26]/[OH:27])/[C:23]([NH:1][CH:2]2[C:14](=[O:15])[N:4]3[C:5]([C:11]([OH:13])=[O:12])=[C:6]([CH:9]=[CH2:10])[CH2:7][S:8][C@H:3]23)=[O:24])[N:21]=1 |f:3.4,5.6.7|. Procedure details: 40 g of 7-amino-3-vinyl-3-cephem-4-carboxylic acid in 400 ml of dichloromethane are treated with 55.7 ml of N,O-bistnmethyl-silylacetamid. The mixture obtained is stirred for ca. 2 hours at room temperature, cooled to 0° and treated with 52.2 g of 2-(Z)-(2-aminothiazol-4-yl) -2-acetoxyiminoacetic acid chloride in the form of a hydrochloride in small portions. The mixture obtained is stirred for ca.90 minutes at 0° and added under stirring to a mixture of 44.55 g of NaHCO3, 600 ml of water und 10...